From a dataset of the Open Reaction Database (ORD), a public repository of structured organic reaction records. describe an organic reaction: reactants, conditions, products, and yield Reactants: NC1CCN(Cc2ccccc2)CC1, CCOC(C)=O, COC(=O)c1ccc(Cl)nc1, [K+], [K+], O=C([O-])[O-], CN(C)C=O, O. The product is COC(=O)c1ccc(NC2CCN(Cc3ccccc3)CC2)nc1. RXN SMILES: [CH2:12]([c:13]1[cH:14][cH:15][cH:16][cH:17][cH:18]1)[N:19]1[CH2:20][CH2:21][CH:22]([NH2:25])[CH2:23][CH2:24]1.[CH3:32][CH2:33][O:34][C:35]([CH3:36])=[O:37].[Cl:1][c:2]1[n:3][cH:4][c:5]([C:6](=[O:7])[O:8][CH3:9])[cH:10][cH:11]1.[K+:26].[K+:27].[O-:28][C:29]([O-:30])=[O:31].[O:38]=[CH:39][N:40]([CH3:41])[CH3:42].[OH2:43]>>[c:2]1([NH:25][CH:22]2[CH2:21][CH2:20][N:19]([CH2:12][c:13]3[cH:14][cH:15][cH:16][cH:17][cH:18]3)[CH2:24][CH2:23]2)[n:3][cH:4][c:5]([C:6](=[O:7])[O:8][CH3:9])[cH:10][cH:11]1. Starting materials: CS(C)=O, OCC1CO1, Cl, [Na+], [OH-], O=C(O)C=Cc1ccc(O)cc1, OCC(O)CO. Product: O=C(O)C=Cc1ccccc1. Reaction SMILES: [CH3:21][S:22]([CH3:23])=[O:24].[CH:13]1([CH2:16][OH:17])[O:14][CH2:15]1.[ClH:18].[Na+:20].[OH-:19].[OH:1][c:2]1[cH:3][cH:4][c:5]([CH:6]=[CH:7][C:8](=[O:9])[OH:10])[cH:11][cH:12]1.[OH:25][CH2:26][CH:27]([CH2:28][OH:29])[OH:30]>>[cH:2]1[cH:3][cH:4][c:5]([CH:6]=[CH:7][C:8](=[O:9])[OH:10])[cH:11][cH:12]1.